Dataset: the Open Reaction Database (ORD), a public repository of structured organic reaction records. Task: describe an organic reaction: reactants, conditions, products, and yield Starting materials: [Al+3], CCOC(=O)c1cccn1C, COC(Cl)Cl, [Cl-], [Cl-], [Cl-], ClCCCl, C[N+](=O)[O-]. Product: CCOC(=O)c1cc(C=O)cn1C. RXN SMILES: [Al+3:13].[CH3:1][n:2]1[c:3]([C:7](=[O:8])[O:9][CH2:10][CH3:11])[cH:4][cH:5][cH:6]1.[CH3:20][O:21][CH:22]([Cl:23])[Cl:24].[Cl-:12].[Cl-:14].[Cl-:15].[Cl:25][CH2:26][CH2:27][Cl:28].[N+:16]([CH3:17])([O-:18])=[O:19]>>[CH3:1][n:2]1[c:3]([C:7](=[O:8])[O:9][CH2:10][CH3:11])[cH:4][c:5]([CH:20]=[O:21])[cH:6]1.